From a dataset of the Open Reaction Database (ORD), a public repository of structured organic reaction records. describe an organic reaction: reactants, conditions, products, and yield The reactants are II (iodine), 1-unsubstituted 1H-indazole, R5COHal, C(C)(=O)OC(C)=O (acetic anhydride), acid anhydrides, alkanoyl or cycloalkylalkanoyl chloride, R2'OCOHal, [Br-] (bromide), formyl, N1N=CC2=CC=CC=C12 (1H-indazole), 1-substituted 1H-indazoles, formula 1, alkanoyl, cycloalkylalkanoyl, [H][H] (hydrogen). Product: C(C)(=O)N1N=CC2=CC=CC=C12 (1-acetyl-1H-indazole). Reaction SMILES: [H][H].[Br-].II.[NH:6]1[C:14]2[C:9](=[CH:10][CH:11]=[CH:12][CH:13]=2)[CH:8]=[N:7]1.[C:15](OC(=O)C)(=[O:17])[CH3:16]>>[C:15]([N:6]1[C:14]2[C:9](=[CH:10][CH:11]=[CH:12][CH:13]=2)[CH:8]=[N:7]1)(=[O:17])[CH3:16]. Procedure: To prepare 1-substituted 1H-indazoles of formula 1 wherein R1 is formyl, alkanoyl, cycloalkylalkanoyl ##STR45## R2'OCO or R5CO wherein R2', R5, X", p" and q' are as above, a 1-unsubstituted 1H-indazole 8 wherein R is as above, with the proviso that R is not hydrogen, and X, m, n and p are as before, is treated, respectively, with a formyl, alkanoyl or cycloalkylalkanoyl chloride, bromide or iodine, a compound of the formula ##STR46## R2'OCOHal or R5COHal wherein R2', R5, X", p" and q' are as abo... The reactants are NC(=O)N (urea), C1(CC1)NS(=O)(=O)C1=C(C(=CC=C1Cl)N)O (N-cyclopropyl -3-amino-6-chloro-2-hydroxybenzenesulfonamide), ClC1=C(C=CC=C1)N=C=O (2-chlorophenylisocyanate). Yields the product ClC1=C(C(=C(C=C1)NC(=O)NC1=C(C=CC=C1)Cl)O)S(=O)(=O)NC1CC1 (N-[4-chloro-3-(N″-cyclopropylaminosulfonyl)-2-hydroxyphenyl]-N′-(2-chlorophenyl) urea). Isolated yield 42.9%. RXN SMILES: NC(N)=O.[CH:5]1([NH:8][S:9]([C:12]2[C:17]([Cl:18])=[CH:16][CH:15]=[C:14]([NH2:19])[C:13]=2[OH:20])(=[O:11])=[O:10])[CH2:7][CH2:6]1.[Cl:21][C:22]1[CH:27]=[CH:26][CH:25]=[CH:24][C:23]=1[N:28]=[C:29]=[O:30]>>[Cl:18][C:17]1[CH:16]=[CH:15][C:14]([NH:19][C:29]([NH:28][C:23]2[CH:24]=[CH:25][CH:26]=[CH:27][C:22]=2[Cl:21])=[O:30])=[C:13]([OH:20])[C:12]=1[S:9]([NH:8][CH:5]1[CH2:7][CH2:6]1)(=[O:11])=[O:10]. Procedure details: Following the general procedure for urea formation outlined in example 15, N-cyclopropyl -3-amino-6-chloro-2-hydroxybenzenesulfonamide (220 mg, 0.84 mmol) and 2-chlorophenylisocyanate (155 mg, 1.01 mmol) were coupled to form the desired urea (150 mg, 43%). LC-MS (m/z) 416.2 (M+). Reactants: COC(=O)c1ccc(CBr)cc1, Cc1cc2nc(C(F)(F)F)[nH]c2cc1C, [H-], [Na+], CN(C)C=O. Product: COC(=O)c1ccc(Cn2c(C(F)(F)F)nc3cc(C)c(C)cc32)cc1. As a reaction SMILES: [CH3:18][O:19][C:20]([c:21]1[cH:22][cH:23][c:24]([CH2:27][Br:28])[cH:25][cH:26]1)=[O:29].[CH3:1][c:2]1[cH:3][c:4]2[c:5]([nH:6][c:7]([C:9]([F:10])([F:11])[F:12])[n:8]2)[cH:13][c:14]1[CH3:15].[H-:16].[Na+:17].[O:30]=[CH:31][N:32]([CH3:33])[CH3:34]>>[CH3:1][c:2]1[cH:3][c:4]2[c:5]([n:6][c:7]([C:9]([F:10])([F:11])[F:12])[n:8]2[CH2:27][c:24]2[cH:23][cH:22][c:21]([C:20]([O:19][CH3:18])=[O:29])[cH:26][cH:25]2)[cH:13][c:14]1[CH3:15]. The reagents and catalysts are [Zn] (zinc), [Ti](Cl)(Cl)(Cl)Cl (titanium(IV) chloride), [Pb](Cl)Cl (lead(II) chloride). Run in CC(=O)C (acetone), ClCCl (dichloromethane), C1CCOC1 (THF), C(C)OCC (diethyl ether), C1CCOC1 (THF). As a reaction SMILES: Cl[C:2]1C(O)=C(C(=O)CC)C=CC=1Cl.C(=O)([O-])[O-].[K+].[K+].CI.BrCBr.[Cl:25][C:26]1[C:27]([O:37][CH3:38])=[C:28]([C:33](=O)[CH2:34][CH3:35])[CH:29]=[CH:30][C:31]=1[Cl:32].Cl>CC(C)=O.C1COCC1.ClCCl.C(OCC)C.[Zn].[Ti](Cl)(Cl)(Cl)Cl.[Pb](Cl)Cl>[Cl:25][C:26]1[C:31]([Cl:32])=[CH:30][CH:29]=[C:28]([C:33](=[CH2:2])[CH2:34][CH3:35])[C:27]=1[O:37][CH3:38] |f:1.2.3|. Reactants: ClC=1C(=C(C=CC1Cl)C(CC)=O)O (1-(3,4-dichloro-2-hydroxyphenyl)propan-1-one), Cl (hydrochloric acid), BrCBr (dibromomethane), C([O-])([O-])=O.[K+].[K+] (potassium carbonate), CI (methyl iodide), ClC=1C(=C(C=CC1Cl)C(CC)=O)OC (1-(3,4-dichloro-2-methoxyphenyl)propan-1-one). Procedure details: 20 g (122.7 mmol) of 2,3-dichlorophenol in 122 ml of dichloromethane and 13.8 ml of pyridine are admixed dropwise at 0° C. with 11.3 ml (128 mmol) of propionyl chloride. The mixture is stirred for 16 hours and 100 ml of 2 M hydrochloric acid are added. The mixture is extracted with dichloromethane and the extracts are washed with water. Drying over sodium sulphate and the removal of the solvent in vacuo give 25.2 g of 2,3-dichlorophenyl propionate. 25.2 g (115.2 mmol) of 2,3-dichlorophenyl propi... Product: ClC1=C(C(=CC=C1Cl)C(CC)=C)OC (2,3-dichloro-6-(1-methylenepropyl)anisole). Isolated yield 51.2%. Run at temperature 0 celsius. Reactants: CCCc1ncc(CBr)c(N)n1, Br, Br, O=C([O-])[O-], COc1ccccc1N1CCNCC1, CN(C)C=O, [K+], [K+]. Product: CCCc1ncc(CN2CCN(c3ccccc3OC)CC2)c(N)n1. Reaction SMILES: [Br:3][CH2:4][c:5]1[c:6]([NH2:14])[n:7][c:8]([CH2:11][CH2:12][CH3:13])[n:9][cH:10]1.[BrH:1].[BrH:2].[C:29](=[O:30])([O-:31])[O-:32].[CH3:15][O:16][c:17]1[c:18]([N:23]2[CH2:24][CH2:25][NH:26][CH2:27][CH2:28]2)[cH:19][cH:20][cH:21][cH:22]1.[CH3:35][N:36]([CH3:37])[CH:38]=[O:39].[K+:33].[K+:34]>>[CH2:4]([c:5]1[c:6]([NH2:14])[n:7][c:8]([CH2:11][CH2:12][CH3:13])[n:9][cH:10]1)[N:26]1[CH2:25][CH2:24][N:23]([c:18]2[c:17]([O:16][CH3:15])[cH:22][cH:21][cH:20][cH:19]2)[CH2:28][CH2:27]1. The reactants are CN1N=CC(=C1)C1=NC=CC(=C1)OC1=CC2=C(N=C(S2)N[C@@H]2CN(CCC2)C(=O)OC(C)(C)C)C=C1 ((S)-tert-butyl 3-(6-(2-(1-methyl-1H-pyrazol-4-yl)pyridin-4-yloxy)benzo[d]thiazol-2-ylamino)piperidine-1-carboxylate), O1CCOCC1 (dioxane). The solvent is Cl (HCl). Run at time 1 hour. Yields the product CN1N=CC(=C1)C1=NC=CC(=C1)OC1=CC2=C(N=C(S2)N[C@@H]2CNCCC2)C=C1 ((S)-6-(2-(1-methyl-1H-pyrazol-4-yl)pyridin-4-yloxy)-N-(piperidin-3-yl)benzo[d]thiazol-2-amine). The yield is 94.7%. Reaction SMILES: [CH3:1][N:2]1[CH:6]=[C:5]([C:7]2[CH:12]=[C:11]([O:13][C:14]3[CH:36]=[CH:35][C:17]4[N:18]=[C:19]([NH:21][C@H:22]5[CH2:27][CH2:26][CH2:25][N:24](C(OC(C)(C)C)=O)[CH2:23]5)[S:20][C:16]=4[CH:15]=3)[CH:10]=[CH:9][N:8]=2)[CH:4]=[N:3]1.O1CCOCC1>Cl>[CH3:1][N:2]1[CH:6]=[C:5]([C:7]2[CH:12]=[C:11]([O:13][C:14]3[CH:36]=[CH:35][C:17]4[N:18]=[C:19]([NH:21][C@H:22]5[CH2:27][CH2:26][CH2:25][NH:24][CH2:23]5)[S:20][C:16]=4[CH:15]=3)[CH:10]=[CH:9][N:8]=2)[CH:4]=[N:3]1. Reported procedure: (S)-tert-butyl 3-(6-(2-(1-methyl-1H-pyrazol-4-yl)pyridin-4-yloxy)benzo[d]thiazol-2-ylamino)piperidine-1-carboxylate (9.6 mg, 19 μmol) was dissolved in 1 ml of 4M HCl in dioxane (4 mmol). The reaction solution was stirred at room temperature for 1 hour. The crude reaction solution was evaporated in vacuo to give (S)-6-(2-(1-methyl-1H-pyrazol-4-yl)pyridin-4-yloxy)-N-(piperidin-3-yl)benzo[d]thiazol-2-amine (7.6 mg, 18 μmol) as white solid. ES/MS m/z 407.1 (MH+).